This data is from the Open Reaction Database (ORD), a public repository of structured organic reaction records. The task is: describe an organic reaction: reactants, conditions, products, and yield Yield: 92.7%. Procedure: 2-(6-Chloro-1H-indazol-3-yl)-N-isopropyl-5-((2-(trimethylsilyl)ethoxy)methyl)-5H-pyrrolo[2,3-b]pyrazine-7-carboxamide (80 mg, 165 μmol) was dissolved in DMF (1 mL) and cooled to 0° C. Sodium hydride (10.6 mg, 264 μmol) was added and the mixture was allowed to stir for 30 min. 3-(Bromomethyl)-5-methylisoxazole (31.9 mg, 181 μmol) was added and the mixture was warmed to room temperature. After 15 h, the mixture was diluted with water and extracted with ethyl acetate. The organic extracts were wash... Conditions: temperature 0 celsius, time 30 minute. Starting materials: [H-].[Na+] (Sodium hydride), ClC1=CC=C2C(=NNC2=C1)C=1N=C2C(=NC1)N(C=C2C(=O)NC(C)C)COCC[Si](C)(C)C (2-(6-Chloro-1H-indazol-3-yl)-N-isopropyl-5-((2-(trimethylsilyl)ethoxy)methyl)-5H-pyrrolo[2,3-b]pyrazine-7-carboxamide), BrCC1=NOC(=C1)C (3-(Bromomethyl)-5-methylisoxazole). Product: ClC1=CC=C2C(=NN(C2=C1)CC1=NOC(=C1)C)C=1N=C2C(=NC1)N(C=C2C(=O)NC(C)C)COCC[Si](C)(C)C (2-(6-chloro-1-((5-methylisoxazol-3-yl)methyl)-1H-indazol-3-yl)-N-isopropyl-5-((2-(trimethylsilyl)ethoxy)methyl)-5H-pyrrolo[2,3-b]pyrazine-7-carboxamide). Reaction SMILES: [Cl:1][C:2]1[CH:10]=[C:9]2[C:5]([C:6]([C:11]3[N:12]=[C:13]4[C:19]([C:20]([NH:22][CH:23]([CH3:25])[CH3:24])=[O:21])=[CH:18][N:17]([CH2:26][O:27][CH2:28][CH2:29][Si:30]([CH3:33])([CH3:32])[CH3:31])[C:14]4=[N:15][CH:16]=3)=[N:7][NH:8]2)=[CH:4][CH:3]=1.[H-].[Na+].Br[CH2:37][C:38]1[CH:42]=[C:41]([CH3:43])[O:40][N:39]=1>CN(C=O)C.O>[Cl:1][C:2]1[CH:10]=[C:9]2[C:5]([C:6]([C:11]3[N:12]=[C:13]4[C:19]([C:20]([NH:22][CH:23]([CH3:25])[CH3:24])=[O:21])=[CH:18][N:17]([CH2:26][O:27][CH2:28][CH2:29][Si:30]([CH3:31])([CH3:33])[CH3:32])[C:14]4=[N:15][CH:16]=3)=[N:7][N:8]2[CH2:37][C:38]2[CH:42]=[C:41]([CH3:43])[O:40][N:39]=2)=[CH:4][CH:3]=1 |f:1.2|. Solvent: O (water), CN(C)C=O (DMF). Starting materials: BrCC1CC1 (bromomethylcyclopropane), OC1CCC=C(C1)C#N (5-Hydroxycyclohex-1-enecarbonitrile), OC1CCC=C(C1)C#N (5-Hydroxycyclohex-1-enecarbonitrile), [H-].[Na+] (sodium hydride). Solvent: CN(C=O)C (N,N-dimethylformamide), CCOC(=O)C (EtOAc). Run at temperature 75 celsius, time 6 hour. Product: C1(CC1)COC1CCC=C(C1)C#N (5-(Cyclopropylmethoxy)cyclohex-1-enecarbonitrile). As a reaction SMILES: [OH:1][CH:2]1[CH2:7][C:6]([C:8]#[N:9])=[CH:5][CH2:4][CH2:3]1.[H-].[Na+].Br[CH2:13][CH:14]1[CH2:16][CH2:15]1>CN(C)C=O.CCOC(C)=O>[CH:14]1([CH2:13][O:1][CH:2]2[CH2:7][C:6]([C:8]#[N:9])=[CH:5][CH2:4][CH2:3]2)[CH2:16][CH2:15]1 |f:1.2|. Procedure details: To the solution of (R or S)-5-Hydroxycyclohex-1-enecarbonitrile (Intermediate #40, 2.0 g, 16 mmol) in N,N-dimethylformamide (10 mL) was added sodium hydride (850 mg, 21 mmol, 60% dispersion in oil) at 0° C. The resulting suspension was stirred at ambient temperature for 30 minutes before the addition of bromomethylcyclopropane (3.3 g, 24 mmol). The mixture was then stirred at 75° C. for 6 hours, and diluted with EtOAc (50 mL). The organic solution was washed with brine (2×10 mL), dried over anhy...